This data is from the Open Reaction Database (ORD), a public repository of structured organic reaction records. The task is: describe an organic reaction: reactants, conditions, products, and yield Starting materials: O=C(O)Cc1cccc(Br)c1, CC(C)(C)O, CN(C)c1ccncc1, C(=NC1CCCCC1)=NC1CCCCC1, ClCCl. Product: CC(C)(C)OC(=O)Cc1cccc(Br)c1. Reaction SMILES: [Br:1][c:2]1[cH:3][c:4]([CH2:8][C:9](=[O:10])[OH:11])[cH:5][cH:6][cH:7]1.[CH3:12][C:13]([CH3:14])([CH3:15])[OH:16].[CH3:32][N:33]([c:34]1[cH:35][cH:36][n:37][cH:38][cH:39]1)[CH3:40].[CH:17]1([N:18]=[C:19]=[N:20][CH:21]2[CH2:22][CH2:23][CH2:24][CH2:25][CH2:26]2)[CH2:27][CH2:28][CH2:29][CH2:30][CH2:31]1.[Cl:41][CH2:42][Cl:43]>>[Br:1][c:2]1[cH:3][c:4]([CH2:8][C:9]([O:10][C:13]([CH3:12])([CH3:14])[CH3:15])=[O:11])[cH:5][cH:6][cH:7]1. Reactants: ClC1=C(NC(CC#N)=O)C=C(C=C1)Cl (2',5'-dichloro-2-cyanoacetanilide), COC(N(C)C)OC (N,N-dimethylformamide dimethylacetal). The product is C(#N)C(C(=O)NC1=C(C=CC(=C1)Cl)Cl)=CN(C)C (2-cyano-2',5'-dichloro-3-dimethylaminoacrylanilide). Reaction SMILES: [Cl:1][C:2]1[CH:13]=[CH:12][C:11]([Cl:14])=[CH:10][C:3]=1[NH:4][C:5](=[O:9])[CH2:6][C:7]#[N:8].CO[CH:17](OC)[N:18]([CH3:20])[CH3:19]>>[C:7]([C:6](=[CH:17][N:18]([CH3:20])[CH3:19])[C:5]([NH:4][C:3]1[CH:10]=[C:11]([Cl:14])[CH:12]=[CH:13][C:2]=1[Cl:1])=[O:9])#[N:8]. Reported procedure: As for Example 1, 2',5'-dichloro-2-cyanoacetanilide, as a white crystalline product, m.p. 190.5°-191.5° C. (prepared by the procedure described in U.S. Pat. No. 3,116,312), is heated with N,N-dimethylformamide dimethylacetal to yield 2-cyano-2',5'-dichloro-3-dimethylaminoacrylanilide as colorless needles, m.p. 175°-176° C. Starting materials: CSC=1C=C(C(=O)O)C=CC1 (3-methylsulfanylbenzoic acid), CN(C)C=O (DMF), S(=O)(Cl)Cl (thionyl chloride). Run in C(Cl)Cl (DCM). Reaction conditions: temperature 120 celsius. Product: CSC=1C=C(C(=O)N)C=CC1 (3-Methylsulfanylbenzamide). As a reaction SMILES: [CH3:1][S:2][C:3]1[CH:4]=[C:5]([CH:9]=[CH:10][CH:11]=1)[C:6](O)=[O:7].C[N:13](C=O)C.S(Cl)(Cl)=O>C(Cl)Cl>[CH3:1][S:2][C:3]1[CH:4]=[C:5]([CH:9]=[CH:10][CH:11]=1)[C:6]([NH2:13])=[O:7]. Reported procedure: 10 g of 3-methylsulfanylbenzoic acid and 0.05 ml of DMF were suspended in 50 ml of DCM. 9 ml of thionyl chloride were added and the mixture was heated under reflux for 4 h. The volatiles were removed in vacuo and the residue was taken up in 30 ml of toluene and transferred to a pressure bottle. 180 ml of a 0.5 M solution of ammonia in dioxane were added, the bottle was sealed and the mixture was heated to 120° C. for 5 h. The solvent was removed in vacuo and the residue taken in water and EA. Th... Starting materials: CCOC(C)=O, [H][H], N#CCCOc1ccccc1[N+](=O)[O-], [Pd]. The product is N#CCCOc1ccccc1N. As a reaction SMILES: [CH3:1][CH2:2][O:3][C:4](=[O:5])[CH3:6].[H:21][H:22].[N+:7]([O-:8])(=[O:9])[c:10]1[c:11]([O:12][CH2:13][CH2:14][C:15]#[N:16])[cH:17][cH:18][cH:19][cH:20]1.[Pd:23]>>[NH2:7][c:10]1[c:11]([O:12][CH2:13][CH2:14][C:15]#[N:16])[cH:17][cH:18][cH:19][cH:20]1. Conditions: time 40 hour. Isolated yield 95.5%. Reactants: Cl (hydrogen chloride), C(C1=CC=CC=C1)OC(C(COCC1=CC=CC=C1)N=[N+]=[N-])=O (2-azido-3-benzyloxypropionic acid benzyl ester), [H][H] (hydrogen). Reported procedure: 1.56 grams (0.005 mole) of 2-azido-3-benzyloxypropionic acid benzyl ester were dissolved in 10 ml of absolute ethanol, 1.10 grams (0.03 mole) of dry hydrogen chloride led in, and the mixture treated with 0.20 grams of palladium on activated carbon (10%). This reaction mixture was hydrogenated in an autoclave for 40 hours at 25° C., and a hydrogen pressure of 20 bar. After filtration, the filtrate was concentrated on the rotary evaporator, and the residue recrystallized from ethanol/diethyl ether... RXN SMILES: [CH2:1]([O:8][C:9](=[O:23])[CH:10]([N:20]=[N+]=[N-])[CH2:11][O:12]CC1C=CC=CC=1)[C:2]1C=CC=CC=1.[ClH:24].[H][H]>C(O)C.[Pd]>[ClH:24].[CH2:1]([O:8][C:9](=[O:23])[CH:10]([CH2:11][OH:12])[NH2:20])[CH3:2] |f:5.6|. Solvent: C(C)O (ethanol). Product: Cl.C(C)OC(C(N)CO)=O (D,L-serine ethyl ester hydrochloride). Reagents/catalysts: [Pd] (palladium on activated carbon). The reactants are CC(=O)O (AcOH), ClC1=CC=C(C(=O)N2C(=C(C3=CC(=CC=C23)OC)C)CCC(=O)O)C=C1 (3-(1-(4-chlorobenzoyl)-5-methoxy-3-methyl-1H-indol-2-yl)propanoic acid), 1′1′-carbonyldiimidazole, CS(=O)(=O)N (methansulfonamide), [N+](=[N-])=C1C2CCCC=C2CCCC1 (diazobicyclo-[5.4.0]undec-7-ene). The solvent is C(Cl)Cl (CH2Cl2), C(Cl)Cl (CH2Cl2). Run at temperature 2.5 celsius, time 2 hour. The product is ClC1=CC=C(C(=O)N2C(=C(C3=CC(=CC=C23)OC)C)CCC(=O)NS(=O)(=O)C)C=C1 (3-(1-(4-chlorobenzoyl)-5-methoxy-3-methyl-1H-indol-2-yl)-N-(methylsulfonyl)propanamide). The yield is 64.8%. Reaction SMILES: [Cl:1][C:2]1[CH:26]=[CH:25][C:5]([C:6]([N:8]2[C:16]3[C:11](=[CH:12][C:13]([O:17][CH3:18])=[CH:14][CH:15]=3)[C:10]([CH3:19])=[C:9]2[CH2:20][CH2:21][C:22](O)=[O:23])=[O:7])=[CH:4][CH:3]=1.[CH3:27][S:28]([NH2:31])(=[O:30])=[O:29].[N+](=C1CCCCC2C1CCCC=2)=[N-].CC(O)=O>C(Cl)Cl>[Cl:1][C:2]1[CH:26]=[CH:25][C:5]([C:6]([N:8]2[C:16]3[C:11](=[CH:12][C:13]([O:17][CH3:18])=[CH:14][CH:15]=3)[C:10]([CH3:19])=[C:9]2[CH2:20][CH2:21][C:22]([NH:31][S:28]([CH3:27])(=[O:30])=[O:29])=[O:23])=[O:7])=[CH:4][CH:3]=1. Procedure details: To a cooled mixture (0-5° C.) of 3-(1-(4-chlorobenzoyl)-5-methoxy-3-methyl-1H-indol-2-yl)propanoic acid (40 mg, 0.11 mmol) in CH2Cl2 (1 mL), 1′1′-carbonyldiimidazole (CDI) (17.4 mg, 0.11 mmol) was added. After the mixture was stirred for 2 h at 0-5° C., methansulfonamide (10 mg, 0.11 mmol) and diazobicyclo-[5.4.0]undec-7-ene (DBU) (16.1 μL, 0.11 mmol) were added. The mixture was left stirring overnight. Glacial AcOH (13.2 μL) was added, the reaction mixture was diluted with CH2Cl2 (1 mL), and th... Starting materials: C(C)(=O)OCCCCN(CCCC)C1=CC=C(C=O)C=C1 (4-(N-4-acetoxybutyl-N-butylamino)benzaldehyde), [Br-].O1C(OCC1)C[P+](CCCC)(CCCC)CCCC (1,3-dioxolan-2-ylmethyltributylphosphonium bromide), [Cl-].[Na+] (sodium chloride), CC(C)([O-])C.[K+] (Potassium t-butoxide). Solvent: O (water), CN(C=O)C (dimethylformamide), CN(C=O)C (dimethylformamide), Cl (HCl). Run at temperature 90 celsius, time 16 hour. Yields the product OCCCCN(CCCC)C1=CC=C(C=CC=O)C=C1 (4-(N-4-hydroxybutyl-N-butylamino)cinnamaldehyde). Reaction SMILES: C([O:4][CH2:5][CH2:6][CH2:7][CH2:8][N:9]([C:14]1[CH:21]=[CH:20][C:17]([CH:18]=O)=[CH:16][CH:15]=1)[CH2:10][CH2:11][CH2:12][CH3:13])(=O)C.[Br-].[O:23]1CCO[CH:24]1[CH2:28][P+](CCCC)(CCCC)CCCC.CC(C)([O-])C.[K+].[Cl-].[Na+]>CN(C)C=O.Cl.O>[OH:4][CH2:5][CH2:6][CH2:7][CH2:8][N:9]([C:14]1[CH:15]=[CH:16][C:17]([CH:18]=[CH:28][CH:24]=[O:23])=[CH:20][CH:21]=1)[CH2:10][CH2:11][CH2:12][CH3:13] |f:1.2,3.4,5.6|. Procedure: To a solution of 29.1 g (0.1 mole) of 4-(N-4-acetoxybutyl-N-butylamino)benzaldehyde in dimethylformamide is added 73.9 g (0.2 mole) of 1,3-dioxolan-2-ylmethyltributylphosphonium bromide in dimethylformamide, and the mixture is heated at 90° C. Potassium t-butoxide (22.4 g, 0.2 mole) is added, and heating is continued at 90° C. for 16 hours. After cooling to room temperature, the product solution is poured into a seven-fold excess of water, the aqueous mixture is saturated with sodium chloride an... Starting materials: ClC=1C=CC(=C(C1)C=1NC2=CC=CC(=C2C1)F)OC (2-(5-chloro-2-methoxyphenyl)-4-fluoro-1H-indole), CO (MeOH), O (H2O), B(Br)(Br)Br (BBr3). Run in ClCCl (dichloromethane). Conditions: temperature -78 celsius, time 1 hour. Yields the product ClC1=CC(=C(C=C1)O)C=1NC2=CC=CC(=C2C1)F (4-chloro-2-(4-fluoro-1H-indol-2-yl)phenol). Isolated yield 19.1%. RXN SMILES: [Cl:1][C:2]1[CH:3]=[CH:4][C:5]([O:18]C)=[C:6]([C:8]2[NH:9][C:10]3[C:15]([CH:16]=2)=[C:14]([F:17])[CH:13]=[CH:12][CH:11]=3)[CH:7]=1.B(Br)(Br)Br.CO.O>ClCCl>[Cl:1][C:2]1[CH:3]=[CH:4][C:5]([OH:18])=[C:6]([C:8]2[NH:9][C:10]3[C:15]([CH:16]=2)=[C:14]([F:17])[CH:13]=[CH:12][CH:11]=3)[CH:7]=1. Procedure: 2-(5-chloro-2-methoxyphenyl)-4-fluoro-1H-indole (50 mg, 0.2 mmol) was dissolved in dichloromethane (1 mL), and then BBr3 (150 mg, 0.6 mmol) was added at −78° C. The mixture was stirred at −78° C. for 1 hour, and then stirred at 25° C. for 12 hours. MeOH (1 mL) and H2O (20 mL) were added to the solution. The mixture was extracted with ethyl acetate and washed with brine, dried over Na2SO4. After the combined organic layers were concentrated, the resulting residue was purified using prep-TLC (petr... The reactants are BrC1=CC=2[C@@]3(C4=CC(=CC=C4OC2C=C1)I)NC(OC3)=O ((S)-2′-bromo-7′-iodospiro[oxazolidine-4,9′-xanthen]-2-one), [OH-].[K+] (KOH). The solvent is CO.O1CCOCC1 (MeOH dioxane). Reaction conditions: time 24 hour. The product is N[C@@]1(C2=CC(=CC=C2OC=2C=CC(=CC12)Br)I)CO ((S)-(9-amino-2-bromo-7-iodo-9H-xanthen-9-yl)methanol). Yield: 37.0%. RXN SMILES: [Br:1][C:2]1[CH:15]=[CH:14][C:13]2[O:12][C:11]3[C:6](=[CH:7][C:8]([I:16])=[CH:9][CH:10]=3)[C@:5]3([CH2:20][O:19]C(=O)[NH:17]3)[C:4]=2[CH:3]=1.[OH-].[K+]>CO.O1CCOCC1>[NH2:17][C@@:5]1([CH2:20][OH:19])[C:4]2[CH:3]=[C:2]([Br:1])[CH:15]=[CH:14][C:13]=2[O:12][C:11]2[C:6]1=[CH:7][C:8]([I:16])=[CH:9][CH:10]=2 |f:1.2,3.4|. Procedure details: In a 350-mL resealable vessel, the (S)-2′-bromo-7′-iodospiro[oxazolidine-4,9′-xanthen]-2-one (11 g, 24.02 mmol) was dissolved in 1:1 MeOH-dioxane (160 mL). Aqueous KOH (5 M, 48.0 mL, 240 mmol) was added. The vessel was sealed and placed in a 105° C. oil bath. After 24 h, the reaction was concentrated to remove the MeOH and most of the dioxane. The residue was diluted with water (200 mL) and the aqueous phase was extracted with 5% MeOH-DCM (4×200 mL). The organics were combined, washed with dilut... The reactants are Cc1ccc(S(=O)(=O)OCC2COc3ccc(S(C)(=O)=O)cc3O2)cc1, CC(C)(C)CN. Yields the product CC(C)(C)CNCC1COc2ccc(S(C)(=O)=O)cc2O1. As a reaction SMILES: [CH3:1][c:2]1[cH:3][cH:4][c:5]([S:6]([O:7][CH2:12][CH:13]2[CH2:14][O:15][c:16]3[c:17]([cH:19][c:20]([S:23](=[O:24])(=[O:25])[CH3:26])[cH:21][cH:22]3)[O:18]2)(=[O:8])=[O:9])[cH:10][cH:11]1.[CH3:27][C:28]([CH2:29][NH2:30])([CH3:31])[CH3:32]>>[CH2:12]([CH:13]1[CH2:14][O:15][c:16]2[c:17]([cH:19][c:20]([S:23](=[O:24])(=[O:25])[CH3:26])[cH:21][cH:22]2)[O:18]1)[NH:30][CH2:29][C:28]([CH3:27])([CH3:31])[CH3:32].